Dataset: the Open Reaction Database (ORD), a public repository of structured organic reaction records. Task: describe an organic reaction: reactants, conditions, products, and yield The reactants are Cc1ccccc1, OCCCc1ccc(Cl)cc1, [Na+], [OH-], BrP(Br)Br. Product: Clc1ccc(CCCBr)cc1. RXN SMILES: [CH3:18][c:19]1[cH:20][cH:21][cH:22][cH:23][cH:24]1.[Cl:1][c:2]1[cH:3][cH:4][c:5]([CH2:8][CH2:9][CH2:10][OH:11])[cH:6][cH:7]1.[Na+:17].[OH-:16].[P:12]([Br:13])([Br:14])[Br:15]>>[Cl:1][c:2]1[cH:3][cH:4][c:5]([CH2:8][CH2:9][CH2:10][Br:13])[cH:6][cH:7]1. RXN SMILES: [Br:1][c:2]1[c:3]([CH3:12])[c:4]([N+:9]([O-:10])=[O:11])[c:5]([F:8])[cH:6][cH:7]1.[C:14](=[O:15])([O-:16])[O-:17].[CH3:20][OH:21].[ClH:13].[K+:18].[K+:19]>>[Br:1][c:2]1[c:3]([CH3:12])[c:4]([NH2:9])[c:5]([F:8])[cH:6][cH:7]1. The reactants are Cc1c(Br)ccc(F)c1[N+](=O)[O-], O=C([O-])[O-], CO, Cl, [K+], [K+]. The product is Cc1c(Br)ccc(F)c1N. Reactants: Cl.N1=C(N=CC=C1)C(CC)N (1-Pyrimidin-2-yl-propylamine hydrochloride), FC(C1=C(C=NC(=C1)C(F)(F)F)[C@@H](CC)N[S@@](=O)C(C)(C)C)(F)F ((S)-2-methyl-propane-2-sulfinic acid [(R)-1-(4,6-bis-trifluoromethyl-pyridin-3-yl)-propyl]-amide), 14n. The product is Cl.FC(C1=C(C=NC(=C1)C(F)(F)F)C(CC)N)(F)F (1-(4,6-Bis-trifluoromethyl-pyridin-3-yl)-propylamine hydrochloride). As a reaction SMILES: [ClH:1].N1C=CC=NC=1C(N)CC.[F:12][C:13]([F:35])([F:34])[C:14]1[CH:19]=[C:18]([C:20]([F:23])([F:22])[F:21])[N:17]=[CH:16][C:15]=1[C@H:24]([NH:27][S@](C(C)(C)C)=O)[CH2:25][CH3:26]>>[ClH:1].[F:35][C:13]([F:12])([F:34])[C:14]1[CH:19]=[C:18]([C:20]([F:22])([F:23])[F:21])[N:17]=[CH:16][C:15]=1[CH:24]([NH2:27])[CH2:25][CH3:26] |f:0.1,3.4|. Procedure: (R)-1-(4,6-Bis-trifluoromethyl-pyridin-3-yl)-propylamine hydrochloride was obtained in analogy to comp. no. 15a from (S)-2-methyl-propane-2-sulfinic acid [(R)-1-(4,6-bis-trifluoromethyl-pyridin-3-yl)-propyl]-amide (Comp. No. 14n). LC/MS (method 7): Rt=0.93 min; m/z=273.1 (M+H+).